This data is from the Open Reaction Database (ORD), a public repository of structured organic reaction records. The task is: describe an organic reaction: reactants, conditions, products, and yield Product: CSCCC(=O)N(C)c1cnc(-c2cccnc2)s1. Reaction SMILES: [CH3:1][S:2][CH2:3][CH2:4][C:5](=[O:6])[Cl:7].[CH3:25][N:26]([c:27]1[cH:28][cH:29][n:30][cH:31][cH:32]1)[CH3:33].[CH3:8][NH:9][c:10]1[cH:11][n:12][c:13](-[c:15]2[cH:16][n:17][cH:18][cH:19][cH:20]2)[s:14]1.[Cl:21][CH:22]([Cl:23])[CH3:24]>>[CH3:1][S:2][CH2:3][CH2:4][C:5](=[O:6])[N:9]([CH3:8])[c:10]1[cH:11][n:12][c:13](-[c:15]2[cH:16][n:17][cH:18][cH:19][cH:20]2)[s:14]1. Reactants: CSCCC(=O)Cl, CN(C)c1ccncc1, CNc1cnc(-c2cccnc2)s1, CC(Cl)Cl. Reactants: C([O-])([O-])=O.[Na+].[Na+] (sodium carbonate), [Na] (sodium), [H][H] (hydrogen), [O-2].[Ce+3].[O-2].[O-2].[Ce+3] (cerium oxide), P(=O)([O-])([O-])[O-].[Na+].[Na+].[Na+] (sodium phosphate), ( a ), alkali metal. Run in O (water). Yields the product sodium cerous phosphate, P(=O)([O-])([O-])[O-].[Na+].[Na+].[Na+] (sodium phosphate), O=O (oxygen). Reaction SMILES: [H][H].[Na].C(=O)([O-])[O-].[Na+:8].[Na+].[O-2:10].[Ce+3].[O-2:12].[O-2].[Ce+3].[P:15]([O-:19])([O-:18])([O-:17])=[O:16].[Na+].[Na+].[Na+]>O>[P:15]([O-:19])([O-:18])([O-:17])=[O:16].[Na+:8].[Na+:8].[Na+:8].[O:10]=[O:12] |f:2.3.4,5.6.7.8.9,10.11.12.13,15.16.17.18,^1:2|. Procedure: FIG. 1 depicts the cycle (a) in which hydrogen is the product and sodium is the alkali metal, and in which sodium carbonate is used in step 2. In the first step cerium oxide is reacted in the solid phase with dibasic sodium phosphate at about 750°-950° C. to provide sodium cerous phosphate, sodium phosphate, oxygen and water. The oxygen is recovered from the gaseous phase and the water removed from the reaction zone. The solid phase is conducted to reaction 2 wherein it is contacted with water a... Reactants: FC1=CC=C(O[C@H]2COC[C@@H](C(O[C@H]([C@@H]2OC2=CC=C(C=C2)F)C)=O)NC(C2=NC=CC(=C2O)OC)=O)C=C1 (N-((3S,7S,8S,9S)-7,8-bis(4-fluorophenoxy)-9-methyl-2-oxo-1,5-dioxonan-3-yl)-3-hydroxy-4-methoxypicolinamide), TEA, C(C)(=O)Cl (acetyl chloride). The reagents and catalysts are CN(C)C=1C=CN=CC1 (DMAP). Run in C(Cl)Cl (DCM). Run at temperature 40 celsius, time 14 hour. Product: C(C)(=O)OC=1C(=NC=CC1OC)C(N[C@@H]1C(O[C@H]([C@@H]([C@H](COC1)OC1=CC=C(C=C1)F)OC1=CC=C(C=C1)F)C)=O)=O (2-(((3S,7S,8S,9S)-7,8-bis(4-fluorophenoxy)-9-methyl-2-oxo-1,5-dioxonan-3-yl)carbamoyl)-4-methoxypyridin-3-yl acetate). The yield is 80.1%. RXN SMILES: [F:1][C:2]1[CH:39]=[CH:38][C:5]([O:6][C@@H:7]2[C@@H:15]([O:16][C:17]3[CH:22]=[CH:21][C:20]([F:23])=[CH:19][CH:18]=3)[C@H:14]([CH3:24])[O:13][C:12](=[O:25])[C@@H:11]([NH:26][C:27](=[O:37])[C:28]3[C:33]([OH:34])=[C:32]([O:35][CH3:36])[CH:31]=[CH:30][N:29]=3)[CH2:10][O:9][CH2:8]2)=[CH:4][CH:3]=1.[C:40](Cl)(=[O:42])[CH3:41]>C(Cl)Cl.CN(C1C=CN=CC=1)C>[C:40]([O:34][C:33]1[C:28]([C:27](=[O:37])[NH:26][C@H:11]2[CH2:10][O:9][CH2:8][C@H:7]([O:6][C:5]3[CH:4]=[CH:3][C:2]([F:1])=[CH:39][CH:38]=3)[C@@H:15]([O:16][C:17]3[CH:18]=[CH:19][C:20]([F:23])=[CH:21][CH:22]=3)[C@H:14]([CH3:24])[O:13][C:12]2=[O:25])=[N:29][CH:30]=[CH:31][C:32]=1[O:35][CH3:36])(=[O:42])[CH3:41]. Procedure details: To a solution of N-((3S,7S,8S,9S)-7,8-bis(4-fluorophenoxy)-9-methyl-2-oxo-1,5-dioxonan-3-yl)-3-hydroxy-4-methoxypicolinamide (54 mg, 0.099 mmol) in DCM (0.5 mL) was added TEA (0.028 mL, 0.198 mmol), DMAP (6.1 mg, 0.050 mmol), and acetyl chloride (0.011 ml, 0.149 mmol). The reaction was warmed to 40° C. for and stirred for 14 h. The reaction was then concentrated and the crude residue purified by flash chromatography (SiO2, EtOAc/Hexanes) to give the title compound as a white foam (46.5 mg, 80%):... Reactants: N[C@H]1C2=C(C3=C(NC1=O)C=CC=C3)C=CC=C2 ((S)-7-amino-5H,7H-dibenzo[b,d]azepin-6-one), OC(C(=O)O)(C(=O)NCCC(F)(F)F)C ((RS)-2-hydroxy-2-methyl-N-(3,3,3-trifluoro-propyl)-malonamic acid), O.ON1N=NC2=C1C=CC=C2 (1-hydroxy-benzotriazole hydrate), C(C)(C)N(CC)C(C)C (diisopropylethylamine), Cl.CN(CCCN=C=NCC)C (N-(3-dimethylaminopropyl)-N′-ethyl-carbodiimide hydrochloride), Cl (hydrochloric acid). The solvent is O1CCCC1 (tetrahydrofuran). Conditions: time 8 hour. The product is OC(C(=O)N[C@H]1C2=C(C3=C(NC1=O)C=CC=C3)C=CC=C2)(C(=O)NCCC(F)(F)F)C ((R/S)-2-hydroxy-2-methyl-N-((S)-6-oxo-6,7-dihydro-5H-dibenzo[b,d]azepin-7-yl)-N′-(3,3,3-trifluoro-propyl)-malonamide). Isolated yield 36.7%. RXN SMILES: [NH2:1][C@@H:2]1[C:8](=[O:9])[NH:7][C:6]2[CH:10]=[CH:11][CH:12]=[CH:13][C:5]=2[C:4]2[CH:14]=[CH:15][CH:16]=[CH:17][C:3]1=2.[OH:18][C:19]([CH3:32])([C:23]([NH:25][CH2:26][CH2:27][C:28]([F:31])([F:30])[F:29])=[O:24])[C:20](O)=[O:21].O.ON1C2C=CC=CC=2N=N1.C(N(C(C)C)CC)(C)C.Cl.CN(C)CCCN=C=NCC.Cl>O1CCCC1>[OH:18][C:19]([CH3:32])([C:23]([NH:25][CH2:26][CH2:27][C:28]([F:29])([F:30])[F:31])=[O:24])[C:20]([NH:1][C@@H:2]1[C:8](=[O:9])[NH:7][C:6]2[CH:10]=[CH:11][CH:12]=[CH:13][C:5]=2[C:4]2[CH:14]=[CH:15][CH:16]=[CH:17][C:3]1=2)=[O:21] |f:2.3,5.6|. Reported procedure: A solution of 210 mg (0.94 mmol) (S)-7-amino-5H,7H-dibenzo[b,d]azepin-6-one and 215 mg (0.94 mmol) (RS)-2-hydroxy-2-methyl-N-(3,3,3-trifluoro-propyl)-malonamic acid in 50 ml tetrahydrofuran were cooled to 0° C. and 129 mg (0.94 mmol) 1-hydroxy-benzotriazole hydrate, 327 μl (1.87 mmol) diisopropylethylamine and 183 mg (0.94 mmol) N-(3-dimethylaminopropyl)-N′-ethyl-carbodiimide hydrochloride were added. Stirring was continued overnight at room temperature. The mixture was poured on ice/water and 1... Reactants: O1COC2=C1C=CC(=C2)C=2C=C(C#N)C=C(C2)OCC2=CC=C(C=C2)OC (3-benzo[1,3]dioxol-5-yl-5-(4-methoxy-benzyloxy)-benzonitrile), C1(CC1)[Mg]Cl (cyclopropylmagnesium chloride), cuprous bromide, S(O)(O)(=O)=O (sulfuric acid). Solvent: C1CCOC1 (THF), C(C)OCC (diethyl ether). Reaction conditions: time 30 minute. Product: O1COC2=C1C=CC(=C2)C=2C=C(C=C(C2)OCC2=CC=C(C=C2)OC)C(=O)C2CC2 ([3-Benzo[1,3]dioxol-5-yl-5-(4-methoxy-benzyloxy)-phenyl]-cyclopropyl-methanone). Yield: 91.0%. As a reaction SMILES: [O:1]1[C:5]2[CH:6]=[CH:7][C:8]([C:10]3[CH:11]=[C:12]([CH:15]=[C:16]([O:18][CH2:19][C:20]4[CH:25]=[CH:24][C:23]([O:26][CH3:27])=[CH:22][CH:21]=4)[CH:17]=3)[C:13]#N)=[CH:9][C:4]=2[O:3][CH2:2]1.[CH:28]1([Mg]Cl)[CH2:30][CH2:29]1.S(=O)(=O)(O)[OH:34]>C1COCC1.C(OCC)C>[O:1]1[C:5]2[CH:6]=[CH:7][C:8]([C:10]3[CH:11]=[C:12]([C:13]([CH:28]4[CH2:30][CH2:29]4)=[O:34])[CH:15]=[C:16]([O:18][CH2:19][C:20]4[CH:25]=[CH:24][C:23]([O:26][CH3:27])=[CH:22][CH:21]=4)[CH:17]=3)=[CH:9][C:4]=2[O:3][CH2:2]1. Procedure details: To a solution of 3-benzo[1,3]dioxol-5-yl-5-(4-methoxy-benzyloxy)-benzonitrile (250 mg) in anhydrous THF (3 mL) were added a solution of cyclopropylmagnesium chloride (4.1 mL of 0.5 M solution in THF) and catalytic amount of cuprous bromide (2 mg). The resulting reaction mixture was refluxed for 1.5 h. After it was cooled down, 10% sulfuric acid (1.5 mL) was added and stirring was continued for 30 min at room temperature. Then the reaction mixture was diluted with diethyl ether, washed with water...